From a dataset of the Open Reaction Database (ORD), a public repository of structured organic reaction records. describe an organic reaction: reactants, conditions, products, and yield Reactants: ClC(C(=O)OC1=CC=CC=C1)(Cl)Cl (phenyl trichloroacetate), C(C=C)#N (acrylonitrile), cuprous chloride, Cl.N1=CC=CC=C1 (pyridine hydrochloride). Reagents/catalysts: [Cu] (copper). The solvent is S1(=O)(=O)CCCC1 (sulfolane). Run at temperature 125 celsius, time 10 hour. The product is C(#N)C(CC(C(=O)OC1=CC=CC=C1)(Cl)Cl)Cl (phenyl 4-cyano-2,2,4-trichlorobutyrate). The yield is 76.0%. As a reaction SMILES: Cl[C:2]([Cl:13])([Cl:12])[C:3]([O:5][C:6]1[CH:11]=[CH:10][CH:9]=[CH:8][CH:7]=1)=[O:4].[C:14](#[N:17])[CH:15]=[CH2:16].[ClH:18].N1C=CC=CC=1>[Cu].S1(CCCC1)(=O)=O>[C:14]([CH:15]([Cl:18])[CH2:16][C:2]([Cl:12])([Cl:13])[C:3]([O:5][C:6]1[CH:7]=[CH:8][CH:9]=[CH:10][CH:11]=1)=[O:4])#[N:17] |f:2.3|. Procedure details: 51 g of phenyl trichloroacetate, 17.5 ml of acrylonitrile, 0.88 g of cuprous chloride, 0.3 g of pyridine hydrochloride and 80 ml of anhydrous sulfolane were charged into a glass lined pressure reactor and heated with stirring at 125° C. for 10 hours. After cooling to ambient temperature, the brown reaction mixture was found to be homogeneous but for undissolved copper salts. GLC analysis indicated a yield of 76% (±1.5%) of the title compound based on phenyl trichloroacetate. The title compound w... Starting materials: CCOC(=O)N1c2ccccc2C=CC1OCC, CN1C(C(=O)O)C(=O)c2ccccc2S1(=O)=O, Nc1ccccn1, C1CCOC1. As a reaction SMILES: [CH2:25]([O:26][C:27]([N:28]1[c:29]2[c:30]([cH:31][cH:32][cH:33][cH:34]2)[CH:35]=[CH:36][CH:37]1[O:38][CH2:39][CH3:40])=[O:41])[CH3:42].[CH3:1][N:2]1[S:3](=[O:16])(=[O:17])[c:4]2[c:5]([cH:12][cH:13][cH:14][cH:15]2)[C:6](=[O:11])[CH:7]1[C:8](=[O:9])[OH:10].[NH2:18][c:19]1[n:20][cH:21][cH:22][cH:23][cH:24]1.[O:43]1[CH2:44][CH2:45][CH2:46][CH2:47]1>>[CH3:1][N:2]1[S:3](=[O:16])(=[O:17])[c:4]2[c:5]([cH:12][cH:13][cH:14][cH:15]2)[C:6](=[O:11])[CH:7]1[C:8](=[O:10])[NH:18][c:19]1[n:20][cH:21][cH:22][cH:23][cH:24]1. The product is CN1C(C(=O)Nc2ccccn2)C(=O)c2ccccc2S1(=O)=O.